This data is from the Open Reaction Database (ORD), a public repository of structured organic reaction records. The task is: describe an organic reaction: reactants, conditions, products, and yield Starting materials: O=C(O)c1ccc(CBr)cc1, [C-]#N, CCO, [K+], O. Yields the product N#CCc1ccc(C(=O)O)cc1. RXN SMILES: [Br:1][CH2:2][c:3]1[cH:4][cH:5][c:6]([C:7](=[O:8])[OH:9])[cH:10][cH:11]1.[C-:12]#[N:13].[CH3:16][CH2:17][OH:18].[K+:14].[OH2:15]>>[CH2:2]([c:3]1[cH:4][cH:5][c:6]([C:7](=[O:8])[OH:9])[cH:10][cH:11]1)[C:12]#[N:13]. The reactants are CCOC(=O)CN1CCNCC1, CCO, Cc1nc(Cl)cc(Nc2ncc(C(=O)Nc3c(C)cccc3Cl)s2)n1. The product is CCOC(=O)CN1CCN(c2cc(Nc3ncc(C(=O)Nc4c(C)cccc4Cl)s3)nc(C)n2)CC1. Reaction SMILES: [CH2:26]([CH3:27])[O:28][C:29](=[O:30])[CH2:31][N:32]1[CH2:33][CH2:34][NH:35][CH2:36][CH2:37]1.[CH3:38][CH2:39][OH:40].[Cl:1][c:2]1[cH:3][c:4]([NH:9][c:10]2[s:11][c:12]([C:15](=[O:16])[NH:17][c:18]3[c:19]([Cl:25])[cH:20][cH:21][cH:22][c:23]3[CH3:24])[cH:13][n:14]2)[n:5][c:6]([CH3:8])[n:7]1>>[c:2]1([N:35]2[CH2:34][CH2:33][N:32]([CH2:31][C:29]([O:28][CH2:26][CH3:27])=[O:30])[CH2:37][CH2:36]2)[cH:3][c:4]([NH:9][c:10]2[s:11][c:12]([C:15](=[O:16])[NH:17][c:18]3[c:19]([Cl:25])[cH:20][cH:21][cH:22][c:23]3[CH3:24])[cH:13][n:14]2)[n:5][c:6]([CH3:8])[n:7]1. The reactants are O=C([O-])[O-], O=C([O-])O, CS(=O)(=O)c1ccc(N2CCC(C3CCNCC3)CC2)cc1, CN1CCCC1=O, Clc1nc2ccccc2o1, [Cs+], [Cs+], [Na+]. Product: CS(=O)(=O)c1ccc(N2CCC(C3CCN(c4nc5ccccc5o4)CC3)CC2)cc1. Reaction SMILES: [C:23](=[O:24])([O-:25])[O-:26].[C:46](=[O:47])([OH:48])[O-:49].[CH3:1][S:2](=[O:3])(=[O:4])[c:5]1[cH:6][cH:7][c:8]([N:11]2[CH2:12][CH2:13][CH:14]([CH:17]3[CH2:18][CH2:19][NH:20][CH2:21][CH2:22]3)[CH2:15][CH2:16]2)[cH:9][cH:10]1.[CH3:39][N:40]1[CH2:41][CH2:42][CH2:43][C:44]1=[O:45].[Cl:29][c:30]1[o:31][c:32]2[c:33]([n:34]1)[cH:35][cH:36][cH:37][cH:38]2.[Cs+:27].[Cs+:28].[Na+:50]>>[CH3:1][S:2](=[O:3])(=[O:4])[c:5]1[cH:6][cH:7][c:8]([N:11]2[CH2:12][CH2:13][CH:14]([CH:17]3[CH2:18][CH2:19][N:20]([c:30]4[o:31][c:32]5[c:33]([n:34]4)[cH:35][cH:36][cH:37][cH:38]5)[CH2:21][CH2:22]3)[CH2:15][CH2:16]2)[cH:9][cH:10]1. Reactants: c1ccc2c(c1)CCNC2, COC(=O)C(CC(=O)O)CC(C)C, CN1CCOCC1, [Cl-], CC(C)COC(=O)Cl, ClCCl, [Na+]. The product is COC(=O)C(CC(=O)N1CCc2ccccc2C1)CC(C)C. RXN SMILES: [CH2:29]1[NH:30][CH2:31][CH2:32][c:33]2[cH:34][cH:35][cH:36][cH:37][c:38]21.[CH3:16][O:17][C:18]([CH:19]([CH2:20][C:21](=[O:22])[OH:23])[CH2:24][CH:25]([CH3:26])[CH3:27])=[O:28].[CH3:9][N:10]1[CH2:11][CH2:12][O:13][CH2:14][CH2:15]1.[Cl-:40].[Cl:1][C:2]([O:3][CH2:4][CH:5]([CH3:6])[CH3:7])=[O:8].[Cl:41][CH2:42][Cl:43].[Na+:39]>>[CH3:16][O:17][C:18]([CH:19]([CH2:20][C:21](=[O:23])[N:30]1[CH2:29][c:38]2[c:33]([cH:34][cH:35][cH:36][cH:37]2)[CH2:32][CH2:31]1)[CH2:24][CH:25]([CH3:26])[CH3:27])=[O:28]. Starting materials: NC1=C(C=C(C(=O)OC)C=C1)C (methyl 4-amino-3-methylbenzoate), C(CCC)(=O)Cl (butyryl chloride). Yields the product C(CCC)(=O)NC1=C(C=C(C(=O)OC)C=C1)C (methyl N-butyryl-4-amino-3-methylbenzoate). As a reaction SMILES: [NH2:1][C:2]1[CH:11]=[CH:10][C:5]([C:6]([O:8][CH3:9])=[O:7])=[CH:4][C:3]=1[CH3:12].[C:13](Cl)(=[O:17])[CH2:14][CH2:15][CH3:16]>>[C:13]([NH:1][C:2]1[CH:11]=[CH:10][C:5]([C:6]([O:8][CH3:9])=[O:7])=[CH:4][C:3]=1[CH3:12])(=[O:17])[CH2:14][CH2:15][CH3:16]. Procedure: In J. Med. Chem. 1993, 4040 a synthesis of the antagonist is described which starts from methyl 4-amino-3-methylbenzoate (I) and reacts it with butyryl chloride to give methyl N-butyryl-4-amino-3-methylbenzoate (II) (see the following reaction scheme (1)).